Dataset: the Open Reaction Database (ORD), a public repository of structured organic reaction records. Task: describe an organic reaction: reactants, conditions, products, and yield Procedure: More specifically, in Reaction Scheme-7, tetrafluorophthalonitrile and tetrafluorohydroquinone (or its metal salts, e.g., disodium salt) are reacted usually in the presence of a base (for example, trimethylamine, etc.) in a polar solvent at 0 to 5° C. for 30 minutes to obtain 1,4-bis(3,4-dicyanotrifluorophenoxy)tetrafluorobenzene, which is then hydrolyzed, for example, in an aqueous 60% sulfuric acid solution at 150° C. for 15 hours to obtain 1,4-bis(3,4-dicarboxytrifluorophenoxy)tetrafluorobenz... Yields the product C(#N)C=1C(=C(OC2=C(C(=C(C(=C2F)F)OC2=C(C(=C(C(=C2F)F)C#N)C#N)F)F)F)C(=C(C1C#N)F)F)F (1,4-bis(3,4-dicyanotrifluorophenoxy)tetrafluorobenzene). The reactants are FC=1C(=C(C(=C(C1C#N)C#N)F)F)F (tetrafluorophthalonitrile), FC1=C(C(=C(C(=C1O)F)F)O)F (tetrafluorohydroquinone), [Na][Na] (disodium), CN(C)C (trimethylamine). Reaction SMILES: [F:1][C:2]1[C:3](F)=[C:4]([F:13])[C:5]([F:12])=[C:6]([C:10]#[N:11])[C:7]=1[C:8]#[N:9].[F:15][C:16]1[C:21]([OH:22])=[C:20]([F:23])[C:19]([F:24])=[C:18]([OH:25])[C:17]=1[F:26].[Na][Na].C[N:30]([CH3:32])C>>[C:8]([C:7]1[C:2]([F:1])=[C:3]([C:4]([F:13])=[C:5]([F:12])[C:6]=1[C:10]#[N:11])[O:22][C:21]1[C:16]([F:15])=[C:17]([F:26])[C:18]([O:25][C:3]2[C:4]([F:13])=[C:5]([F:12])[C:6]([C:10]#[N:11])=[C:7]([C:32]#[N:30])[C:2]=2[F:1])=[C:19]([F:24])[C:20]=1[F:23])#[N:9]. The reactants are CCCCCCc1cc(-c2nc(-c3ccc(C(C)(C)C)cc3)nc(-c3ccc(C(C)(C)C)cc3)n2)c(O)cc1O, O=C([O-])[O-], CC(=O)CC(C)C, CCCCCCCCI, [K+], [K+]. The product is CCCCCCCCOc1cc(O)c(-c2nc(-c3ccc(C(C)(C)C)cc3)nc(-c3ccc(C(C)(C)C)cc3)n2)cc1CCCCCC. Reaction SMILES: [C:1]([CH3:2])([CH3:3])([CH3:4])[c:5]1[cH:6][cH:7][c:8](-[c:11]2[n:12][c:13](-[c:27]3[c:28]([OH:40])[cH:29][c:30]([OH:39])[c:31]([CH2:33][CH2:34][CH2:35][CH2:36][CH2:37][CH3:38])[cH:32]3)[n:14][c:15](-[c:17]3[cH:18][cH:19][c:20]([C:23]([CH3:24])([CH3:25])[CH3:26])[cH:21][cH:22]3)[n:16]2)[cH:9][cH:10]1.[C:50](=[O:51])([O-:52])[O-:53].[CH2:56]([C:57]([CH3:58])=[O:59])[CH:60]([CH3:61])[CH3:62].[I:41][CH2:42][CH2:43][CH2:44][CH2:45][CH2:46][CH2:47][CH2:48][CH3:49].[K+:54].[K+:55]>>[C:1]([CH3:2])([CH3:3])([CH3:4])[c:5]1[cH:6][cH:7][c:8](-[c:11]2[n:12][c:13](-[c:27]3[c:28]([OH:40])[cH:29][c:30]([O:39][CH2:42][CH2:43][CH2:44][CH2:45][CH2:46][CH2:47][CH2:48][CH3:49])[c:31]([CH2:33][CH2:34][CH2:35][CH2:36][CH2:37][CH3:38])[cH:32]3)[n:14][c:15](-[c:17]3[cH:18][cH:19][c:20]([C:23]([CH3:24])([CH3:25])[CH3:26])[cH:21][cH:22]3)[n:16]2)[cH:9][cH:10]1. Starting materials: CC(C)Br, [K+], [K+], O=[N+]([O-])c1ncc[nH]1, O=C([O-])[O-], CN(C)C=O, O. The product is CC(C)n1ccnc1[N+](=O)[O-]. Reaction SMILES: [Br:1][CH:2]([CH3:3])[CH3:4].[K+:5].[K+:6].[N+:11](=[O:12])([O-:13])[c:14]1[nH:15][cH:16][cH:17][n:18]1.[O-:7][C:8]([O-:9])=[O:10].[O:20]=[CH:21][N:22]([CH3:23])[CH3:24].[OH2:19]>>[CH:2]([CH3:3])([CH3:4])[n:15]1[c:14]([N+:11](=[O:12])[O-:13])[n:18][cH:17][cH:16]1.